Dataset: the Open Reaction Database (ORD), a public repository of structured organic reaction records. Task: describe an organic reaction: reactants, conditions, products, and yield The reactants are BrC1=CN=C2C(=N1)SC(=N2)NC=2O[C@]1(CN3CCC1CC3)CN2 ((R)—N-(6-Bromothiazolo[5,4-b]pyrazin-2-yl)-4H-1′-azaspiro[oxazole-5,3′-bicyclo[2.2.2]octan]-2-amine), Cl (HCl). The solvent is CO (MeOH). Yields the product S1C(=NC=2C1=NC=CN2)NC=2O[C@]1(CN3CCC1CC3)CN2 ((R)—N-(thiazolo[5,4-b]pyrazin-2-yl)-4H-1′-azaspiro[oxazole-5,3′-bicyclo[2.2.2]octan]-2-amine). Yield: 67.6%. Reaction SMILES: Br[C:2]1[N:7]=[C:6]2[S:8][C:9]([NH:11][C:12]3[O:13][C@:14]4([CH2:22][N:23]=3)[CH:19]3[CH2:20][CH2:21][N:16]([CH2:17][CH2:18]3)[CH2:15]4)=[N:10][C:5]2=[N:4][CH:3]=1.Cl>CO>[S:8]1[C:6]2=[N:7][CH:2]=[CH:3][N:4]=[C:5]2[N:10]=[C:9]1[NH:11][C:12]1[O:13][C@:14]2([CH2:22][N:23]=1)[CH:19]1[CH2:20][CH2:21][N:16]([CH2:17][CH2:18]1)[CH2:15]2. Procedure details: (R)—N-(6-Bromothiazolo[5,4-b]pyrazin-2-yl)-4H-1′-azaspiro[oxazole-5,3′-bicyclo[2.2.2]octan]-2-amine (44 mg, 0.111 mmol) was suspended in MeOH (50 mL) and 3N HCl was added until all solids had dissolved (˜10 ml). The reaction flask was flushed with nitrogen and then 10% palladium on carbon (35 mg) was added, and the flask was fitted with a hydrogen balloon. The mixture was allowed to react overnight, at which time TLC showed consumption of the starting material. The flask was flushed with nitroge... Reactants: C1OC2=C(C(=O)OC)C=CC(=C2O1)OC (Methyl 2,3-methylenedioxy-4-methoxybenzoate), BrBr (Bromine). Run in C(Cl)(Cl)Cl (chloroform). Product: C1OC2=C(C(=O)OC)C=C(C(=C2O1)OC)Br (Methyl 2,3-methylenedioxy-4-methoxy-5-bromobenzoate). The yield is 93.2%. RXN SMILES: [CH2:1]1[O:13][C:12]2[C:3](=[C:4]([CH:9]=[CH:10][C:11]=2[O:14][CH3:15])[C:5]([O:7][CH3:8])=[O:6])[O:2]1.[Br:16]Br>C(Cl)(Cl)Cl>[CH2:1]1[O:13][C:12]2[C:3](=[C:4]([CH:9]=[C:10]([Br:16])[C:11]=2[O:14][CH3:15])[C:5]([O:7][CH3:8])=[O:6])[O:2]1. Reported procedure: Compound 122 (5.56 g, 25.6 mmol) was dissolved in anhydrous chloroform. Bromine (4.5 g, 28.5 mmol) was added dropwise over 2 hours at 5°-8° C. Then the mixture was maintained for an additional 2 hours at the same temperature. After the usual workup, 6.9 g of white solid 123 was obtained (88% yield). m.p. 165°-6° C. (crystallized from ethyl acetate). IR cm-1 1710 (s, C=O), 1425, 1400 (s, C--O); MS m/z (%): 288 (M+, 100), 290 (M+2, 96); 1H NMR δ ppm 3.91 (s, 3H, OCH3), 4.14 (s, 3H, ArOCH3), 6.10 (... Reactants: C(C1=CC=C(C(=O)O)C=C1)(=O)O (terephthalic acid), C(CC)C1OCCO1 (2-propyldioxolane), C1CO1 (ethylene oxide). The reagents and catalysts are C(C1=CC=C(C(=O)[O-])C=C1)(=O)[O-].C(C)[N+](CC)(CC)CC.C(C)[N+](CC)(CC)CC (tetraethyl ammonium terephthalate). Run at temperature 155 celsius. Yields the product C(C1=CC=C(C(=O)OCCO)C=C1)(=O)OCCO (bis(2-hydroxyethyl) terephthalate). RXN SMILES: [C:1]([OH:12])(=[O:11])[C:2]1[CH:10]=[CH:9][C:5]([C:6]([OH:8])=[O:7])=[CH:4][CH:3]=1.[CH2:13]([CH:16]1OCC[O:17]1)CC.[CH2:21]1[O:23][CH2:22]1>C([O-])(=O)C1C=CC(C([O-])=O)=CC=1.C([N+](CC)(CC)CC)C.C([N+](CC)(CC)CC)C>[C:1]([O:12][CH2:21][CH2:22][OH:23])(=[O:11])[C:2]1[CH:10]=[CH:9][C:5]([C:6]([O:8][CH2:13][CH2:16][OH:17])=[O:7])=[CH:4][CH:3]=1 |f:3.4.5|. Procedure details: A 3-liter stirred autoclave is charged with 600 grams of crude terephthalic acid (3.61 moles), 1600 ml. of 2-propyldioxolane reaction medium, 0.11 mole of tetraethyl ammonium terephthalate catalyst and then purged with nitrogen. Liquid ethylene oxide (473 grams, 10.75 mole) is then pumped in and the reactor heated quickly to 155° C. by passing steam through internal coils. After about 31/2 minutes the reaction is terminated by pressuring the contents of the autoclave into a vessel where the ethy... Reactants: C(C)(C)(C)C(C(=O)O)(CC(C)C)N1C(C=C(C(=C1)OC)C1=C(C=CC(=C1)Cl)C#N)=O (tert-butyl 2-[4-(5-chloro-2-cyanophenyl)-5-methoxy-2-oxopyridin-1(2H)-yl]-4-methylpentanoic acid), C(=O)(C(F)(F)F)O (TFA). Procedure: 178 mg (purity 92%, 0.38 mmol) of tert-butyl 2-[4-(5-chloro-2-cyanophenyl)-5-methoxy-2-oxopyridin-1(2H)-yl]-4-methylpentanoic acid (racemate) were hydrolysed with TFA according to General Method 6A. Yield: 165 mg (purity 85%, 98% of theory) The product is ClC=1C=CC(=C(C1)C1=CC(N(C=C1OC)C(C(=O)O)CC(C)C)=O)C#N (2-[4-(5-Chloro-2-cyanophenyl)-5-methoxy-2-oxopyridin-1(2H)-yl]-4-methylpentanoic acid). RXN SMILES: C([C:5]([N:13]1[CH:18]=[C:17]([O:19][CH3:20])[C:16]([C:21]2[CH:26]=[C:25]([Cl:27])[CH:24]=[CH:23][C:22]=2[C:28]#[N:29])=[CH:15][C:14]1=[O:30])([CH2:9][CH:10]([CH3:12])[CH3:11])[C:6]([OH:8])=[O:7])(C)(C)C.C(O)(C(F)(F)F)=O>>[Cl:27][C:25]1[CH:24]=[CH:23][C:22]([C:28]#[N:29])=[C:21]([C:16]2[C:17]([O:19][CH3:20])=[CH:18][N:13]([CH:5]([CH2:9][CH:10]([CH3:12])[CH3:11])[C:6]([OH:8])=[O:7])[C:14](=[O:30])[CH:15]=2)[CH:26]=1. Reactants: C(C)OC(C(=O)OC(C)C)CC1=CC=C(C=C1)O (Isopropyl (2RS) (+/−) 2-ethoxy-3-(4-hydroxyphenyl)propanoate), solution, P(=O)([O-])([O-])[O-] (phosphate), II, P(=O)([O-])([O-])[O-] (phosphate). Yields the product C(C)O[C@@H](C(=O)O)CC1=CC=C(C=C1)O.C(C)O[C@H](C(=O)OC(C)C)CC1=CC=C(C=C1)O ((2R)-2-Ethoxy-3-(4-hydroxyphenyl)propanoic acid Isopropyl (2S)-2-ethoxy-3-(4-hydroxyphenyl)propanoate). Reaction SMILES: [CH2:1]([O:3][CH:4]([CH2:11][C:12]1[CH:17]=[CH:16][C:15]([OH:18])=[CH:14][CH:13]=1)[C:5]([O:7][CH:8]([CH3:10])[CH3:9])=[O:6])[CH3:2].P([O-])([O-])([O-])=O>>[CH2:1]([O:3][C@H:4]([CH2:11][C:12]1[CH:13]=[CH:14][C:15]([OH:18])=[CH:16][CH:17]=1)[C:5]([OH:7])=[O:6])[CH3:2].[CH2:1]([O:3][C@@H:4]([CH2:11][C:12]1[CH:17]=[CH:16][C:15]([OH:18])=[CH:14][CH:13]=1)[C:5]([O:7][CH:8]([CH3:10])[CH3:9])=[O:6])[CH3:2] |f:2.3|. Reported procedure: Isopropyl (2RS) (+/−) 2-ethoxy-3-(4-hydroxyphenyl)propanoate (0.5 ml of a solution containing 2 mg/ml in a phosphate buffer, 0.1 M, pH 7) was added followed by α-chymotrypsin type II from bovine pancreas (SIGMA) (2.5 mg in a phosphate buffer. 0.1M, pH 7, 0.5 ml). The reaction mixture was shaken at room temperature and analysed at different times (maximum 28 h). The reaction mixtures were analysed by the gradient HPLC method 1 and by the chiral HPLC method. Starting materials: BrCCCCBr, [Cl-], [H-], [NH4+], [Na+], CN(C)C=O, CN(c1ccc(O)cc1)S(=O)(=O)c1ccc(C(F)(F)F)cc1. The product is CN(c1ccc(OCCCCBr)cc1)S(=O)(=O)c1ccc(C(F)(F)F)cc1. Reaction SMILES: [Br:23][CH2:24][CH2:25][CH2:26][CH2:27][Br:28].[Cl-:31].[H-:30].[NH4+:32].[Na+:29].[O:33]=[CH:34][N:35]([CH3:36])[CH3:37].[OH:1][c:2]1[cH:3][cH:4][c:5]([N:8]([S:9](=[O:10])(=[O:11])[c:12]2[cH:13][cH:14][c:15]([C:18]([F:19])([F:20])[F:21])[cH:16][cH:17]2)[CH3:22])[cH:6][cH:7]1>>[O:1]([c:2]1[cH:3][cH:4][c:5]([N:8]([S:9](=[O:10])(=[O:11])[c:12]2[cH:13][cH:14][c:15]([C:18]([F:19])([F:20])[F:21])[cH:16][cH:17]2)[CH3:22])[cH:6][cH:7]1)[CH2:27][CH2:26][CH2:25][CH2:24][Br:23]. Solvent: CN(C)C=O (DMF). Procedure: The solution of 2-(1H-1,2,4-triazol-1-ylmethyl)-4-(trifluoromethyl)phenol (1.0 g) from Example 62, 5-fluoro-N-methyl-2-nitroaniline (700 mg) and K2CO3 (0.57 g) in DMF (10 ml) was heated at 100° C. for 90 minutes. After the solution was left to stand at room temperature, water was added to the solution, the aqueous layer was extracted with ethyl acetate. The organic layer was washed with saturated sodium chloride solution and dried over anhydrous sodium sulfate. The solvent was removed under redu... RXN SMILES: [N:1]1([CH2:6][C:7]2[CH:12]=[C:11]([C:13]([F:16])([F:15])[F:14])[CH:10]=[CH:9][C:8]=2[OH:17])[CH:5]=[N:4][CH:3]=[N:2]1.F[C:19]1[CH:20]=[CH:21][C:22]([N+:27]([O-:29])=[O:28])=[C:23]([CH:26]=1)[NH:24][CH3:25].C([O-])([O-])=O.[K+].[K+].O>CN(C=O)C>[CH3:25][NH:24][C:23]1[CH:26]=[C:19]([O:17][C:8]2[CH:9]=[CH:10][C:11]([C:13]([F:16])([F:15])[F:14])=[CH:12][C:7]=2[CH2:6][N:1]2[CH:5]=[N:4][CH:3]=[N:2]2)[CH:20]=[CH:21][C:22]=1[N+:27]([O-:29])=[O:28] |f:2.3.4|. The reactants are O (water), N1(N=CN=C1)CC1=C(C=CC(=C1)C(F)(F)F)O (2-(1H-1,2,4-triazol-1-ylmethyl)-4-(trifluoromethyl)phenol), FC=1C=CC(=C(NC)C1)[N+](=O)[O-] (5-fluoro-N-methyl-2-nitroaniline), C(=O)([O-])[O-].[K+].[K+] (K2CO3). Isolated yield 59.4%. The product is CNC1=C(C=CC(=C1)OC1=C(C=C(C=C1)C(F)(F)F)CN1N=CN=C1)[N+](=O)[O-] (N-methyl-2-nitro-5-[2-(1H-1,2,4-triazol-1-ylmethyl)-4-(trifluoromethyl)phenoxy]aniline). Starting materials: CC1(OC2=C(C3=C1CCC3)C(=CC(=C2)C(CCC)(C)C2=CC=C(C=C2)F)O)C (4,4-dimethyl-9-hydroxy-7-(4-fluorophenyl-1-methylbutyl)-1,2,3,4-tetrahydrocyclopenta [c][1]benzopyran), C1(CCCCC1)N=C=NC1CCCCC1 (dicyclohexylcarbodiimide), Cl.N1(CCCCC1)CCCC(=O)O (γ-piperidinobutyric acid hydrochloride). Run in C(Cl)Cl (methylene chloride). The product is Cl.CC1(OC2=C(C3=C1CCC3)C(=CC(=C2)C(CCC)(C)C2=CC=C(C=C2)F)OC(CCCN2CCCCC2)=O)C (4,4-Dimethyl-7-(4-fluorophenyl-1-methylbutyl)-9-[4-(piperidino)butyryloxy]-1,2,3,4-tetrahydrocyclopenta[c][1]benzopyran hydrochloride). Reaction SMILES: [CH3:1][C:2]1([CH3:28])[C:7]2[CH2:8][CH2:9][CH2:10][C:6]=2[C:5]2[C:11]([OH:27])=[CH:12][C:13]([C:15]([C:20]3[CH:25]=[CH:24][C:23]([F:26])=[CH:22][CH:21]=3)([CH3:19])[CH2:16][CH2:17][CH3:18])=[CH:14][C:4]=2[O:3]1.C1(N=C=NC2CCCCC2)CCCCC1.[ClH:44].[N:45]1([CH2:51][CH2:52][CH2:53][C:54](O)=[O:55])[CH2:50][CH2:49][CH2:48][CH2:47][CH2:46]1>C(Cl)Cl>[ClH:44].[CH3:28][C:2]1([CH3:1])[C:7]2[CH2:8][CH2:9][CH2:10][C:6]=2[C:5]2[C:11]([O:27][C:54](=[O:55])[CH2:53][CH2:52][CH2:51][N:45]3[CH2:50][CH2:49][CH2:48][CH2:47][CH2:46]3)=[CH:12][C:13]([C:15]([C:20]3[CH:25]=[CH:24][C:23]([F:26])=[CH:22][CH:21]=3)([CH3:19])[CH2:16][CH2:17][CH3:18])=[CH:14][C:4]=2[O:3]1 |f:2.3,5.6|. Procedure details: 5.0 g. (14.6 mmoles) of 4,4-dimethyl-9-hydroxy-7-(4-fluorophenyl-1-methylbutyl)-1,2,3,4-tetrahydrocyclopenta [c][1]benzopyran, prepared according to the method of Example 50, 3.14 g. (15.2 mmoles) of dicyclohexylcarbodiimide and 3.15 g. (15.2 mmoles) of γ-piperidinobutyric acid hydrochloride (m.p. 190°-192° ), Cruickshank & Sheehan, J. Am. Chem. Soc. 83, 2891 (1961), are combined with 250 ml. of methylene chloride and stirred for a total of 40 hours at room temperature. The insoluble by-product ... Reactants: S(=O)([O-])[O-].[Na+].[Na+] (sodium sulfite), C1(C=2C(C(=O)O1)=CC=CC2)=O (phthalic anhydride), OO.NC(=O)N (urea hydrogen peroxide), NC1=C(C=NC=C1Cl)Cl (4-amino-3,5-dichloropyridine). Run in C(C)#N.CO (acetonitrile methanol). Run at time 18 hour. The product is NC1=[N+](C=C(C=C1Cl)Cl)[O-] (amino-3,5-dichloropyridine-N-oxide). Isolated yield 85.0%. RXN SMILES: C1(=O)OC(=[O:5])C2=CC=CC=C12.OO.[NH2:14][C:15]([NH2:17])=O.N[C:19]1[C:24]([Cl:25])=CN=[CH:21][C:20]=1[Cl:26].S([O-])([O-])=O.[Na+].[Na+]>C(#N)C.CO>[NH2:14][C:15]1[C:24]([Cl:25])=[CH:19][C:20]([Cl:26])=[CH:21][N+:17]=1[O-:5] |f:1.2,4.5.6,7.8|. Procedure details: A mixture of phthalic anhydride (22.7 g, 2.5 eq) and urea hydrogen peroxide (17.3 g, 3.0 eq) in 80 mL 3:1 acetonitrile/methanol was heated at 35–40° C. until all solids dissolved. After cooling to room temperature, solid 4-amino-3,5-dichloropyridine (10 g, 61 mmol, available from Aldrich Chemical Company, Milwaukee, Wis.) was added portion-wise. The reaction temperature was maintained at 20–25° C. during addition. This mixture was stirred at room temperature for 18 h and quenched with 150 mL chi... The reactants are BrC1=CC(SC1=C)C(=S)OC (Methyl 4-bromo-5-methlylthiothiophene-2-carboxylate), BrC=1C=C(SC1C)C(=S)O (4-bromo-5-methylthiothiophene-2-carboxylic acid), S(=O)(Cl)Cl (thionyl chloride). Run in CO (methanol). Conditions: time 10 minute. Yields the product BrC=1C=C(SC1C)C(=S)OC (methyl 4-bromo-5-methylthiothiophene-2-carboxylate). The yield is 19.0%. As a reaction SMILES: [Br:1][C:2]1[C:6](=[CH2:7])[S:5][CH:4]([C:8]([O:10][CH3:11])=[S:9])[CH:3]=1.BrC1C=C(C(O)=S)SC=1C.S(Cl)(Cl)=O>CO>[Br:1][C:2]1[CH:3]=[C:4]([C:8]([O:10][CH3:11])=[S:9])[S:5][C:6]=1[CH3:7]. Reported procedure: Methyl 4-bromo-5-methlylthiothiophene-2-carboxylate: To a stirred solution of 4-bromo-5-methylthiothiophene-2-carboxylic acid (87 mmol), prepared according to the procedure of Kleemann, et al., EP 0676395A2, in dry methanol (750 mL) was added thionyl chloride (7 mL, 96 mmol) dropwise. After stirring for 10 min at room temperature, the solution was heated to reflux and stirred 7.5 h. The solution was cooled and the solvents were removed in vacuo. The resulting solid was dissolved in dichlorometha...